From a dataset of the Open Reaction Database (ORD), a public repository of structured organic reaction records. describe an organic reaction: reactants, conditions, products, and yield Reactants: C(=O)NC(C1=CC=C(C=C1)C#CC1=CC=CC=C1)(CCC)CCC (N-formyl-α,α-di(n-propyl)-4-(phenylethynyl)- benzylamine), C(=O)NC(C1=CC=C(C=C1)C#CC1=CC=CC=C1)(C)C (N-formyl-α,α-dimethyl-4-(phenylethynyl)-benzylamine), C(=O)NC(C1=CC=C(C=C1)C#CC1=CC=CC=C1)(CC)CC (N-formyl-α,α-diethyl-4-(phenylethynyl)- benzylamine). Yields the product C(C)C(C1=CC=C(C=C1)C#CC1=CC=CC=C1)(CC)N (α,α-diethyl-4 -(phenylethynyl)-benzylamine), C(CC)C(C1=CC=C(C=C1)C#CC1=CC=CC=C1)(CCC)N (α,α-di(n-propyl)-4-(phenylethynyl)-benzylamine). RXN SMILES: C(NC(C)(C)C1C=CC(C#CC2C=CC=CC=2)=CC=1)=O.C([NH:23][C:24]([CH2:41][CH3:42])([CH2:39][CH3:40])[C:25]1[CH:30]=[CH:29][C:28]([C:31]#[C:32][C:33]2[CH:38]=[CH:37][CH:36]=[CH:35][CH:34]=2)=[CH:27][CH:26]=1)=O.C([NH:45][C:46]([CH2:64][CH2:65][CH3:66])([CH2:61][CH2:62][CH3:63])[C:47]1[CH:52]=[CH:51][C:50]([C:53]#[C:54][C:55]2[CH:60]=[CH:59][CH:58]=[CH:57][CH:56]=2)=[CH:49][CH:48]=1)=O>>[CH2:39]([C:24]([NH2:23])([CH2:41][CH3:42])[C:25]1[CH:30]=[CH:29][C:28]([C:31]#[C:32][C:33]2[CH:38]=[CH:37][CH:36]=[CH:35][CH:34]=2)=[CH:27][CH:26]=1)[CH3:40].[CH2:61]([C:46]([NH2:45])([CH2:64][CH2:65][CH3:66])[C:47]1[CH:52]=[CH:51][C:50]([C:53]#[C:54][C:55]2[CH:56]=[CH:57][CH:58]=[CH:59][CH:60]=2)=[CH:49][CH:48]=1)[CH2:62][CH3:63]. Procedure details: When the preceding experiment is repeated using in place of N-formyl-α,α-dimethyl-4-(phenylethynyl)-benzylamine the corresponding N-formyl-α,α-diethyl-4-(phenylethynyl)- benzylamine or N-formyl-α,α-di(n-propyl)-4-(phenylethynyl)- benzylamine there is obtained respectively α,α-diethyl-4 -(phenylethynyl)-benzylamine and α,α-di(n-propyl)-4-(phenylethynyl)-benzylamine.